This data is from the Open Reaction Database (ORD), a public repository of structured organic reaction records. The task is: describe an organic reaction: reactants, conditions, products, and yield Starting materials: CN(C)C=O (DMF), BrC=1C(=NC(=CC1)OC)Cl (3-bromo-2-chloro-6-methoxy-pyridine), ( 19-1 ), O.[Cl-].[NH4+] (ammonium chloride water), C(CCC)[Li] (n-butyllithium). Run in C1(=CC=CC=C1)C (toluene). Product: ClC1=NC(=CC=C1C=O)OC (2-chloro-6-methoxy-3-pyridinecarboxaldehyde). Reaction SMILES: Br[C:2]1[C:3]([Cl:10])=[N:4][C:5]([O:8][CH3:9])=[CH:6][CH:7]=1.C([Li])CCC.CN([CH:19]=[O:20])C.O.[Cl-].[NH4+]>C1(C)C=CC=CC=1>[Cl:10][C:3]1[C:2]([CH:19]=[O:20])=[CH:7][CH:6]=[C:5]([O:8][CH3:9])[N:4]=1 |f:3.4.5|. Procedure details: The 3-bromo-2-chloro-6-methoxy-pyridine (0.50 g, 2.26 mmol) obtained in (19-1) above was dissolved in toluene (dehydrated) (11 mL), and thereafter, n-butyllithium (1.46 mL, 2.3 mmol, 1.57 mmol/L hexane solution) was added dropwise to the solution at −78° C. in an argon atmosphere. The obtained mixture was stirred at the same temperature as described above for 30 minutes, and DMF (1.0 mL) was then added to the reaction solution. The obtained mixture was further stirred for 30 minutes. Thereafter,... Reactants: C(C)(=O)N1CCC(CC1)C(C1=CC=C(C=C1)F)=O (1-acetyl-4-(p-fluorobenzoyl)piperidine), [Cl-].[NH4+] (ammonium chloride), solution, C1(=CC=CC=C1)[Mg]Br (phenylmagnesium bromide). Solvent: O1CCCC1 (tetrahydrofuran), O (water), C(C)OCC (ethyl ether), C(C)OCC (ethyl ether). Run at time 8 hour. Product: C(C)(=O)N1CCC(CC1)C(O)(C1=CC=CC=C1)C1=CC=C(C=C1)F (1-Acetyl-α-(4-fluorophenyl)-α-phenyl-4-piperidinemethanol). Isolated yield 45.0%. As a reaction SMILES: [C:1]1([Mg]Br)[CH:6]=[CH:5][CH:4]=[CH:3][CH:2]=1.[C:9]([N:12]1[CH2:17][CH2:16][CH:15]([C:18](=[O:26])[C:19]2[CH:24]=[CH:23][C:22]([F:25])=[CH:21][CH:20]=2)[CH2:14][CH2:13]1)(=[O:11])[CH3:10].[Cl-].[NH4+]>C(OCC)C.O1CCCC1.O>[C:9]([N:12]1[CH2:13][CH2:14][CH:15]([C:18]([C:19]2[CH:20]=[CH:21][C:22]([F:25])=[CH:23][CH:24]=2)([C:1]2[CH:6]=[CH:5][CH:4]=[CH:3][CH:2]=2)[OH:26])[CH2:16][CH2:17]1)(=[O:11])[CH3:10] |f:2.3|. Reported procedure: A solution (667 ml, 2 mole) phenylmagnesium bromide* (3 molar in ethyl ether) was diluted with 2 liters of anhydrous ethyl ether, cooled to 0°-10° C., and treated with a solution of 148 g (0.6 mole) of 1-acetyl-4-(p-fluorobenzoyl)piperidine in 1.5 liters of anhydrous tetrahydrofuran dropwise over a 1.5 hr period. The mixture was stirred at ambient temperature overnight and then poured into a solution of 107 g (2 mole) of ammonium chloride in 2 liters of cold water. The mixture was extracted thri... The reactants are C(C(=O)Cl)(=O)Cl (Oxalyl chloride), ice, C(C)OC1=C(C(=O)O)C=C(C=C1)S(=O)(=O)N1CCN(CC1)C (2-ethoxy-5-(4-methylpiperazin-1-ylsulphonyl)benzoic acid). The reagents and catalysts are CN(C=O)C (dimethylformamide). Solvent: ClCCl (dichloromethane). Reaction conditions: time 18 hour. Product: Cl.C(C)OC1=C(C(=O)Cl)C=C(C=C1)S(=O)(=O)N1CCN(CC1)C (2-Ethoxy-5-(4-methylpiperazin-1-ylsulphonyl)benzoic Acid Chloride Hydrochloride). Isolated yield 84.0%. RXN SMILES: [C:1](Cl)(=O)[C:2]([Cl:4])=[O:3].[CH2:7]([O:9][C:10]1C=[CH:17][C:16]([S:19]([N:22]2[CH2:27][CH2:26][N:25]([CH3:28])[CH2:24][CH2:23]2)(=[O:21])=[O:20])=[CH:15][C:11]=1C(O)=O)[CH3:8]>CN(C)C=O.ClCCl>[ClH:4].[CH2:7]([O:9][C:10]1[CH:11]=[CH:15][C:16]([S:19]([N:22]2[CH2:27][CH2:26][N:25]([CH3:28])[CH2:24][CH2:23]2)(=[O:21])=[O:20])=[CH:17][C:1]=1[C:2]([Cl:4])=[O:3])[CH3:8] |f:4.5|. Reported procedure: Oxalyl chloride (11.7 ml, 134 mmol) was added dropwise to an ice cold suspension of 2-ethoxy-5-(4-methylpiperazin-1-ylsulphonyl)benzoic acid (EP 812845 A1) (20.0 g, 60.9 mmol) and dimethylformamide (2 drops) in dichloromethane (200 ml) over 15 minutes, and the reaction mixture stirred at room temperature for 18 hours. The mixture was concentrated under reduced pressure, the residue triturated with ether then ethyl acetate and dried at 40° C. for 16 hours, to afford the title compound, (19.6 g). The reactants are NC1=C(C=C(C=C1)O)F (4-amino-3-fluoro-phenol), COC(C1=C(C=C(C=C1)C=O)C)=O (4-formyl-2-methyl-benzoic acid methyl ester), C(C)(=O)O[BH-](OC(C)=O)OC(C)=O.[Na+] (Sodium triacetoxyborohydride). Run in C(C)(=O)O (acetic acid). Conditions: time 2 hour. Yields the product COC(C1=C(C=C(C=C1)CNC1=C(C=C(C=C1)O)F)C)=O (4-[(2-Fluoro-4-hydroxy-phenylamino)-methyl]-2-methyl-benzoic acid methyl ester). The yield is 95.2%. RXN SMILES: [NH2:1][C:2]1[CH:7]=[CH:6][C:5]([OH:8])=[CH:4][C:3]=1[F:9].[CH3:10][O:11][C:12](=[O:22])[C:13]1[CH:18]=[CH:17][C:16]([CH:19]=O)=[CH:15][C:14]=1[CH3:21].C(O[BH-](OC(=O)C)OC(=O)C)(=O)C.[Na+]>C(O)(=O)C>[CH3:10][O:11][C:12](=[O:22])[C:13]1[CH:18]=[CH:17][C:16]([CH2:19][NH:1][C:2]2[CH:7]=[CH:6][C:5]([OH:8])=[CH:4][C:3]=2[F:9])=[CH:15][C:14]=1[CH3:21] |f:2.3|. Procedure details: A mixture of 4-amino-3-fluoro-phenol (900 mg, 7.08 mmol) and 4-formyl-2-methyl-benzoic acid methyl ester (1.23 g, 6.90 mmol) in 35 mL acetic acid is stirred for two hours at room temperature. Sodium triacetoxyborohydride (3.20 g, 15.1 mmol) is added and stirred at room temperature. Upon completion, the mixture is concentrated under reduced pressure and partitioned between ethyl acetate and saturated aqueous sodium bicarbonate. The aqueous layer is separated and extracted with ethyl acetate (3×).... Reactants: CC(=O)OC1CCC2(C)C(=CCC3=C2CCC2(C)C3CCC2C(C)CCCC(C)C)C1, CCOCC, O. The product is CC(=O)OC1CCC2(C)C3=C(CC(O)C2C1)C1CCC(C(C)CCCC(C)C)C1(C)CC3. Reaction SMILES: [C:1]([CH3:2])(=[O:3])[O:4][CH:5]1[CH2:6][C:7]2=[CH:8][CH2:9][C:10]3=[C:26]([CH2:25][CH2:24][C:23]4([CH3:31])[CH:11]3[CH2:12][CH2:13][CH:14]4[CH:15]([CH2:16][CH2:17][CH2:18][CH:19]([CH3:20])[CH3:21])[CH3:22])[C:27]2([CH3:30])[CH2:28][CH2:29]1.[CH2:33]([O:34][CH2:35][CH3:36])[CH3:37].[OH2:32]>>[C:1]([CH3:2])(=[O:3])[O:4][CH:5]1[CH2:6][CH:7]2[CH:8]([OH:32])[CH2:9][C:10]3=[C:26]([CH2:25][CH2:24][C:23]4([CH3:31])[CH:11]3[CH2:12][CH2:13][CH:14]4[CH:15]([CH2:16][CH2:17][CH2:18][CH:19]([CH3:20])[CH3:21])[CH3:22])[C:27]2([CH3:30])[CH2:28][CH2:29]1. The reactants are C1(=CC=CC=C1)N(C1=CC=C(C=C1)B(O)O)C1=CC=CC=C1 ((4-(diphenylamino)phenyl)boronic acid), IC1=CC=C(C=C1)Br (4-iodo-1-bromobenzene), C(=O)([O-])[O-].[Na+].[Na+] (Na2CO3). Reagents/catalysts: C=1C=CC(=CC1)[P](C=2C=CC=CC2)(C=3C=CC=CC3)[Pd]([P](C=4C=CC=CC4)(C=5C=CC=CC5)C=6C=CC=CC6)([P](C=7C=CC=CC7)(C=8C=CC=CC8)C=9C=CC=CC9)[P](C=1C=CC=CC1)(C=1C=CC=CC1)C=1C=CC=CC1 (Pd(PPh3)4). Run in C1CCOC1.O (THF H2O). The product is BrC1=CC=C(C=C1)C1=CC=C(C=C1)N(C1=CC=CC=C1)C1=CC=CC=C1 (4′-bromo-N,N-diphenyl-[1,1′-biphenyl]-4-amine). Yield: 87.0%. RXN SMILES: [C:1]1([N:7]([C:17]2[CH:22]=[CH:21][CH:20]=[CH:19][CH:18]=2)[C:8]2[CH:13]=[CH:12][C:11](B(O)O)=[CH:10][CH:9]=2)[CH:6]=[CH:5][CH:4]=[CH:3][CH:2]=1.I[C:24]1[CH:29]=[CH:28][C:27]([Br:30])=[CH:26][CH:25]=1.C([O-])([O-])=O.[Na+].[Na+]>C1COCC1.O.C1C=CC([P]([Pd]([P](C2C=CC=CC=2)(C2C=CC=CC=2)C2C=CC=CC=2)([P](C2C=CC=CC=2)(C2C=CC=CC=2)C2C=CC=CC=2)[P](C2C=CC=CC=2)(C2C=CC=CC=2)C2C=CC=CC=2)(C2C=CC=CC=2)C2C=CC=CC=2)=CC=1>[Br:30][C:27]1[CH:28]=[CH:29][C:24]([C:11]2[CH:12]=[CH:13][C:8]([N:7]([C:1]3[CH:6]=[CH:5][CH:4]=[CH:3][CH:2]=3)[C:17]3[CH:22]=[CH:21][CH:20]=[CH:19][CH:18]=3)=[CH:9][CH:10]=2)=[CH:25][CH:26]=1 |f:2.3.4,5.6,^1:46,48,67,86|. Procedure: A mixture of (4-(diphenylamino)phenyl)boronic acid (1.5 g, 5.19 mmol), 4-iodo-1-bromobenzene (1.33 g, 4.71 mmol), Na2CO3 (1.78 g, 16.8 mmol) and Pd(PPh3)4 (0.163 g, 0.141 mmol) in THF/H2O (28 mL/17 mL) was degassed and the resulting mixture was heated at reflux overnight under an argon atmosphere. After cooling, the mixture was poured into dichloromethane (150 mL), then washed with water (2×150 mL) and brine (100 mL). The organic phase was dried over Na2SO4, purified with flash column chromatogr... The reactants are COC(=O)c1ccc2c(N)cccc2n1, CC(=O)O, Cc1ccccc1, COc1ccc(Cl)cc1C(C)(C)CC(O)(C=O)C(F)(F)F, O. Yields the product COC(=O)c1ccc2c(N=CC(O)(CC(C)(C)c3cc(Cl)ccc3OC)C(F)(F)F)cccc2n1. Reaction SMILES: [CH3:22][O:23][C:24](=[O:25])[c:26]1[n:27][c:28]2[cH:29][cH:30][cH:31][c:32]([NH2:36])[c:33]2[cH:34][cH:35]1.[CH3:37][C:38](=[O:39])[OH:40].[CH3:42][c:43]1[cH:44][cH:45][cH:46][cH:47][cH:48]1.[Cl:1][c:2]1[cH:3][cH:4][c:5]([O:20][CH3:21])[c:6]([C:8]([CH2:9][C:10]([CH:11]=[O:12])([C:13]([F:14])([F:15])[F:16])[OH:17])([CH3:18])[CH3:19])[cH:7]1.[OH2:41]>>[Cl:1][c:2]1[cH:3][cH:4][c:5]([O:20][CH3:21])[c:6]([C:8]([CH2:9][C:10]([CH:11]=[N:36][c:32]2[cH:31][cH:30][cH:29][c:28]3[n:27][c:26]([C:24]([O:23][CH3:22])=[O:25])[cH:35][cH:34][c:33]32)([C:13]([F:14])([F:15])[F:16])[OH:17])([CH3:18])[CH3:19])[cH:7]1.